Dataset: the Open Reaction Database (ORD), a public repository of structured organic reaction records. Task: describe an organic reaction: reactants, conditions, products, and yield The reactants are CC(C)(C)OC(=O)N1CCCCC1, CN(C)CCN(C)C, COS(=O)(=O)OC, [Li]C(C)CC, O. Product: CC1CCCCN1C(=O)OC(C)(C)C. As a reaction SMILES: [C:1](=[O:2])([O:3][C:4]([CH3:5])([CH3:6])[CH3:7])[N:8]1[CH2:9][CH2:10][CH2:11][CH2:12][CH2:13]1.[CH3:14][N:15]([CH3:16])[CH2:17][CH2:18][N:19]([CH3:20])[CH3:21].[CH3:27][O:28][S:29]([O:30][CH3:31])(=[O:32])=[O:33].[CH:22]([Li:23])([CH2:24][CH3:25])[CH3:26].[OH2:34]>>[C:1](=[O:2])([O:3][C:4]([CH3:5])([CH3:6])[CH3:7])[N:8]1[CH2:9][CH2:10][CH2:11][CH2:12][CH:13]1[CH3:14]. The reactants are Br, CCC(C(c1ccc2nc(N)sc2c1)n1ccnc1)N(C)C, O=N[O-], [Na+], O. The product is CCC(C(c1ccc2nc(Br)sc2c1)n1ccnc1)N(C)C. As a reaction SMILES: [BrH:23].[CH3:1][N:2]([CH:3]([CH:4]([n:5]1[cH:6][n:7][cH:8][cH:9]1)[c:10]1[cH:11][c:12]2[c:13]([n:14][c:15]([NH2:17])[s:16]2)[cH:18][cH:19]1)[CH2:20][CH3:21])[CH3:22].[N:24]([O-:25])=[O:26].[Na+:27].[OH2:28]>>[CH3:1][N:2]([CH:3]([CH:4]([n:5]1[cH:6][n:7][cH:8][cH:9]1)[c:10]1[cH:11][c:12]2[c:13]([n:14][c:15]([Br:23])[s:16]2)[cH:18][cH:19]1)[CH2:20][CH3:21])[CH3:22].